From a dataset of the Open Reaction Database (ORD), a public repository of structured organic reaction records. describe an organic reaction: reactants, conditions, products, and yield Starting materials: N#CC(C(=O)Nc1ccccc1)C(=O)c1nn(-c2ccccc2)c2c1Cc1c(CO)cccc1-2, O=C1CCC(=O)O1, O, c1ccncc1. Yields the product N#CC(C(=O)Nc1ccccc1)C(=O)c1nn(-c2ccccc2)c2c1Cc1c(COC(=O)CCC(=O)O)cccc1-2. As a reaction SMILES: [C:1](#[N:2])[CH:3]([C:4](=[O:5])[NH:6][c:7]1[cH:8][cH:9][cH:10][cH:11][cH:12]1)[C:13](=[O:14])[c:15]1[c:16]2[c:17]([n:18](-[c:20]3[cH:21][cH:22][cH:23][cH:24][cH:25]3)[n:19]1)-[c:26]1[cH:27][cH:28][cH:29][c:30]([CH2:33][OH:34])[c:31]1[CH2:32]2.[O:35]=[C:36]1[CH2:37][CH2:38][C:39](=[O:40])[O:41]1.[OH2:42].[cH:43]1[cH:44][cH:45][n:46][cH:47][cH:48]1>>[C:1](#[N:2])[CH:3]([C:4](=[O:5])[NH:6][c:7]1[cH:8][cH:9][cH:10][cH:11][cH:12]1)[C:13](=[O:14])[c:15]1[c:16]2[c:17]([n:18](-[c:20]3[cH:21][cH:22][cH:23][cH:24][cH:25]3)[n:19]1)-[c:26]1[cH:27][cH:28][cH:29][c:30]([CH2:33][O:34][C:39]([CH2:38][CH2:37][C:36](=[O:35])[OH:41])=[O:40])[c:31]1[CH2:32]2. Reactants: CC1NCCNC1=O, CC(c1c(F)cc2ncccc2c1F)c1cnc2ccc(Cl)nn12. The product is CC(c1c(F)cc2ncccc2c1F)c1cnc2ccc(N3CCNC(=O)C3C)nn12. RXN SMILES: [CH3:25][CH:26]1[C:27](=[O:32])[NH:28][CH2:29][CH2:30][NH:31]1.[Cl:1][c:2]1[cH:3][cH:4][c:5]2[n:6]([n:7]1)[c:8]([CH:11]([CH3:12])[c:13]1[c:14]([F:24])[c:15]3[cH:16][cH:17][cH:18][n:19][c:20]3[cH:21][c:22]1[F:23])[cH:9][n:10]2>>[c:2]1([N:31]2[CH:26]([CH3:25])[C:27](=[O:32])[NH:28][CH2:29][CH2:30]2)[cH:3][cH:4][c:5]2[n:6]([n:7]1)[c:8]([CH:11]([CH3:12])[c:13]1[c:14]([F:24])[c:15]3[cH:16][cH:17][cH:18][n:19][c:20]3[cH:21][c:22]1[F:23])[cH:9][n:10]2.